This data is from the Open Reaction Database (ORD), a public repository of structured organic reaction records. The task is: describe an organic reaction: reactants, conditions, products, and yield Starting materials: O=P(Cl)(Cl)Cl (POCl3), CN(C)C=O (DMF), CC(=O)[O-].[Na+] (NaOAc), [N+](=O)([O-])C1=C(C=CC=C1)N1C=CC=C1 (1-(2-Nitro-phenyl)-1H-pyrrole). Solvent: C(Cl)(Cl)(Cl)Cl (CCl4), O (H2O), C(Cl)(Cl)(Cl)Cl (CCl4). Run at time 15 minute. Yields the product [N+](=O)([O-])C1=C(C=CC=C1)N1C(=CC=C1)C=O (1-(2-Nitro-phenyl)-1H-pyrrole-2-carbaldehyde). Yield: 65.0%. As a reaction SMILES: O=P(Cl)(Cl)Cl.CN([CH:9]=[O:10])C.[N+:11]([C:14]1[CH:19]=[CH:18][CH:17]=[CH:16][C:15]=1[N:20]1[CH:24]=[CH:23][CH:22]=[CH:21]1)([O-:13])=[O:12].CC([O-])=O.[Na+]>C(Cl)(Cl)(Cl)Cl.O>[N+:11]([C:14]1[CH:19]=[CH:18][CH:17]=[CH:16][C:15]=1[N:20]1[CH:24]=[CH:23][CH:22]=[C:21]1[CH:9]=[O:10])([O-:13])=[O:12] |f:3.4|. Procedure: POCl3 was added to DMF at 0-10° C. after which 50 ml of CCl4 was added at room temperature. A solution of 4.5 g (24 mmol) 1a in 50 ml of CCl4 was added slowly to the reaction mixture at about 10° C. during 1 hour. The reaction mixture was refluxed for 15 min. and a solution of 50 g of NaOAc, 3H2O in 50 ml of H2O was added and refluxing was continued for 15 min. The mixture was cooled, extracted with ether and dried over Na2SO4. 8.0 g (65%) of 2a was isolated by column chromatography using EtOAc:... The reactants are C(C)(C)C=1C=C(C=CC1)[C@H](C)NC(=O)C=1C=C2C(=C(N(C2=CC1)CC1=CC=C(C=C1)C1=C(C=CC=C1)S(N)(=O)=O)C)C ((S)—N-(1-(3-isopropylphenyl)ethyl)-2,3-dimethyl-1-((2′-sulfamoyl-[1,1′-biphenyl]-4-yl)methyl)-1H-indole-5-carboxamide), TEA, C(C)(=O)Cl (acetyl chloride). Solvent: C(Cl)Cl (DCM). Run at time 1 hour. Product: C(C)(=O)NS(=O)(=O)C1=C(C=CC=C1)C1=CC=C(C=C1)CN1C(=C(C2=CC(=CC=C12)C(=O)N[C@@H](C)C1=CC(=CC=C1)C(C)C)C)C ((S)-1-((2′-(N-acetylsulfamoyl)-[1,1′-biphenyl]-4-yl)methyl)-N-(1-(3-isopropylphenyl)ethyl)-2,3-dimethyl-1H-indole-5-carboxamide). Reaction SMILES: [CH:1]([C:4]1[CH:5]=[C:6]([C@@H:10]([NH:12][C:13]([C:15]2[CH:16]=[C:17]3[C:21](=[CH:22][CH:23]=2)[N:20]([CH2:24][C:25]2[CH:30]=[CH:29][C:28]([C:31]4[CH:36]=[CH:35][CH:34]=[CH:33][C:32]=4[S:37](=[O:40])(=[O:39])[NH2:38])=[CH:27][CH:26]=2)[C:19]([CH3:41])=[C:18]3[CH3:42])=[O:14])[CH3:11])[CH:7]=[CH:8][CH:9]=1)([CH3:3])[CH3:2].[C:43](Cl)(=[O:45])[CH3:44]>C(Cl)Cl>[C:43]([NH:38][S:37]([C:32]1[CH:33]=[CH:34][CH:35]=[CH:36][C:31]=1[C:28]1[CH:29]=[CH:30][C:25]([CH2:24][N:20]2[C:21]3[C:17](=[CH:16][C:15]([C:13]([NH:12][C@H:10]([C:6]4[CH:7]=[CH:8][CH:9]=[C:4]([CH:1]([CH3:3])[CH3:2])[CH:5]=4)[CH3:11])=[O:14])=[CH:23][CH:22]=3)[C:18]([CH3:42])=[C:19]2[CH3:41])=[CH:26][CH:27]=1)(=[O:39])=[O:40])(=[O:45])[CH3:44]. Procedure details: To the mixture of (S)—N-(1-(3-isopropylphenyl)ethyl)-2,3-dimethyl-1-((2′-sulfamoyl-[1,1′-biphenyl]-4-yl)methyl)-1H-indole-5-carboxamide (0.058 g, 0.1 mmol) and TEA (0.03 mL, 0.2 mmol) in DCM (0.5 mL) was slowly added acetyl chloride (0.009 g, 0.11 mmol). The mixture was stirred at room temperature for 1 h. Starting materials: [Cl-].[Li+] (lithium chloride), ClC=1C=C(C(=O)N2CS(C3=C2C=CC=C3)(=O)=O)C=C(C1OC)S(=O)(=O)C (3-(3-chloro-4-methoxy-5-methylsulfonylbenzoyl)-1,1-dioxo-2,3-dihydro-1,3-benzothiazole), Cl (hydrochloric acid). Run in CN(C=O)C (N,N-dimethylformamide). Run at temperature 120 celsius, time 2 hour. Yields the product ClC=1C=C(C(=O)N2CS(C3=C2C=CC=C3)(=O)=O)C=C(C1O)S(=O)(=O)C (3-(3-chloro-4-hydroxy-5-methylsulfonylbenzoyl)-1,1-dioxo-2,3-dihydro-1,3-benzothiazole). The yield is 54.7%. Reaction SMILES: [Cl:1][C:2]1[CH:3]=[C:4]([CH:18]=[C:19]([S:23]([CH3:26])(=[O:25])=[O:24])[C:20]=1[O:21]C)[C:5]([N:7]1[C:11]2[CH:12]=[CH:13][CH:14]=[CH:15][C:10]=2[S:9](=[O:17])(=[O:16])[CH2:8]1)=[O:6].[Cl-].[Li+].Cl>CN(C)C=O>[Cl:1][C:2]1[CH:3]=[C:4]([CH:18]=[C:19]([S:23]([CH3:26])(=[O:25])=[O:24])[C:20]=1[OH:21])[C:5]([N:7]1[C:11]2[CH:12]=[CH:13][CH:14]=[CH:15][C:10]=2[S:9](=[O:17])(=[O:16])[CH2:8]1)=[O:6] |f:1.2|. Procedure: 3-(3-chloro-4-methoxy-5-methylsulfonylbenzoyl)-1,1-dioxo-2,3-dihydro-1,3-benzothiazole (586 mg) was dissolved in N,N-dimethylformamide (4 mL), and lithium chloride (241 mg) was added to the solution, and then the mixture was stirred at 120° C. for 2 hours. To the reaction solution, 1N hydrochloric acid was added, and the precipitated crystal was washed with water and then crystallized from n-hexane-chloroform to obtain the title compound (310 mg) as a colorless crystal. Starting materials: Cl.C1(CC1)COC1=C(C=CC(=C1)OC)C1=C2C(=NC=C1)C(=C(N2)C)C(=O)NC2CCNCC2 (7-[2-(cyclopropylmethoxy)-4-methoxyphenyl]-2-methyl-N-(piperidin-4-yl)-1H-pyrrolo[3,2-b]pyridine-3-carboxamide hydrochloride), C(C)(=O)OCC(=O)Cl (2-chloro-2-oxoethyl acetate). Yields the product C1(CC1)COC1=C(C=CC(=C1)OC)C1=C2C(=NC=C1)C(=C(N2)C)C(=O)NC2CCN(CC2)C(CO)=O (7-[2-(Cyclopropylmethoxy)-4-methoxyphenyl]-N-[1-(hydroxyacetyl)piperidin-4-yl]-2-methyl-1H-pyrrolo[3,2-b]pyridine-3-carboxamide). RXN SMILES: Cl.[CH:2]1([CH2:5][O:6][C:7]2[CH:12]=[C:11]([O:13][CH3:14])[CH:10]=[CH:9][C:8]=2[C:15]2[CH:20]=[CH:19][N:18]=[C:17]3[C:21]([C:25]([NH:27][CH:28]4[CH2:33][CH2:32][NH:31][CH2:30][CH2:29]4)=[O:26])=[C:22]([CH3:24])[NH:23][C:16]=23)[CH2:4][CH2:3]1.C([O:37][CH2:38][C:39](Cl)=[O:40])(=O)C>>[CH:2]1([CH2:5][O:6][C:7]2[CH:12]=[C:11]([O:13][CH3:14])[CH:10]=[CH:9][C:8]=2[C:15]2[CH:20]=[CH:19][N:18]=[C:17]3[C:21]([C:25]([NH:27][CH:28]4[CH2:29][CH2:30][N:31]([C:38](=[O:37])[CH2:39][OH:40])[CH2:32][CH2:33]4)=[O:26])=[C:22]([CH3:24])[NH:23][C:16]=23)[CH2:4][CH2:3]1 |f:0.1|. Procedure: Starting from 7-[2-(cyclopropylmethoxy)-4-methoxyphenyl]-2-methyl-N-(piperidin-4-yl)-1H-pyrrolo[3,2-b]pyridine-3-carboxamide hydrochloride (example D.f11) and commercially available 2-chloro-2-oxoethyl acetate the title compound is obtained as colorless solid. Reactants: [Al+3], C1CCOC1, CON(C)C(=O)C1CCCN(C(=O)OCc2ccccc2)C1, [H-], [H-], [H-], [H-], [Li+]. Yields the product O=CC1CCCN(C(=O)OCc2ccccc2)C1. Reaction SMILES: [Al+3:2].[CH2:29]1[O:30][CH2:31][CH2:32][CH2:33]1.[CH3:7][O:8][N:9]([C:10](=[O:11])[CH:12]1[CH2:13][N:14]([C:18](=[O:19])[O:20][CH2:21][c:22]2[cH:23][cH:24][cH:25][cH:26][cH:27]2)[CH2:15][CH2:16][CH2:17]1)[CH3:28].[H-:1].[H-:4].[H-:5].[H-:6].[Li+:3]>>[CH:10](=[O:11])[CH:12]1[CH2:13][N:14]([C:18](=[O:19])[O:20][CH2:21][c:22]2[cH:23][cH:24][cH:25][cH:26][cH:27]2)[CH2:15][CH2:16][CH2:17]1.